From a dataset of the Open Reaction Database (ORD), a public repository of structured organic reaction records. describe an organic reaction: reactants, conditions, products, and yield Starting materials: [OH-].[Na+] (NaOH), BrC1=CC=C(C=C1)C1=CC=C(C=C1)Br (4,4'-dibromobiphenyl), CuSO4.5H2O, solution, O (H2O), N#N (N2). Conditions: temperature 300 celsius. Product: C=1(C(=CC=CC1)C=1C(=CC=CC1)O)O (Biphenol). As a reaction SMILES: [OH-:1].[Na+].Br[C:4]1[CH:9]=[CH:8][C:7]([C:10]2[CH:15]=[CH:14][C:13](Br)=[CH:12][CH:11]=2)=[CH:6][CH:5]=1.N#N.[OH2:19]>>[C:8]1([OH:19])[C:7]([C:10]2[C:15]([OH:1])=[CH:14][CH:13]=[CH:12][CH:11]=2)=[CH:6][CH:5]=[CH:4][CH:9]=1 |f:0.1|. Procedure details: A 600 ml autoclave was charged with 400 ml of 1N NaOH (0.4 mole), 11.5 g (37 mmole) 4,4'-dibromobiphenyl and 64 mg (0.256 mmole) CuSO4.5H2O as 4 ml of 0.064M solution in H2O. The autoclave was pressure checked with N2 to 1100 psi, vented, flushed with air and resealed. The autoclave was heated to 300° C. at an autogenic pressure of 1168 psi. These conditions were maintained for two hours. After cooling and venting the aqueous reaction product was filtered to remove a grey solid which probably co... Starting materials: C(=O)(OC(C)(C)C)[C@](N)(CCCCN)C(=O)O (α-Boc-L-lysine), ClON=CC(F)(F)F (chlorotrifluoroacetaldoxime). Yields the product Cl.Cl.ON=C(C(F)(F)F)NCCCC[C@H](N)C(=O)O (N6-[1-(Hydroxyimino)-2,2,2-trifluoroethyl]-L-lysine, Dihydrochloride). Reaction SMILES: C([C@@:8]([C:15]([OH:17])=[O:16])([CH2:10][CH2:11][CH2:12][CH2:13][NH2:14])[NH2:9])(OC(C)(C)C)=O.[Cl:18][O:19][N:20]=[CH:21][C:22]([F:25])([F:24])[F:23]>>[ClH:18].[ClH:18].[OH:19][N:20]=[C:21]([NH:14][CH2:13][CH2:12][CH2:11][CH2:10][C@@H:8]([C:15]([OH:17])=[O:16])[NH2:9])[C:22]([F:25])([F:24])[F:23] |f:2.3.4|. Reported procedure: α-Boc-L-lysine is reacted with chlorotrifluoroacetaldoxime (J. Org. Chem. 49, (1984) 919-922) as described in Example 1 to afford the title compound. Starting materials: CC(CO)Nc1ncc(N)cn1, O=C(O)c1nc(-c2ccccc2)oc1C(F)(F)F. Yields the product CC(CO)Nc1ncc(NC(=O)c2nc(-c3ccccc3)oc2C(F)(F)F)cn1. RXN SMILES: [NH2:19][c:20]1[cH:21][n:22][c:23]([NH:26][CH:27]([CH2:28][OH:29])[CH3:30])[n:24][cH:25]1.[c:1]1(-[c:7]2[o:8][c:9]([C:15]([F:16])([F:17])[F:18])[c:10]([C:12](=[O:13])[OH:14])[n:11]2)[cH:2][cH:3][cH:4][cH:5][cH:6]1>>[c:1]1(-[c:7]2[o:8][c:9]([C:15]([F:16])([F:17])[F:18])[c:10]([C:12](=[O:14])[NH:19][c:20]3[cH:21][n:22][c:23]([NH:26][CH:27]([CH2:28][OH:29])[CH3:30])[n:24][cH:25]3)[n:11]2)[cH:2][cH:3][cH:4][cH:5][cH:6]1. Reactants: ClC1=CC=C(N=N1)N (6-chloropyridazin-3-ylamine), Cl.FC1=CC=C(C=C1)C(=O)C1CCNCC1 ((4-fluorophenyl)piperidin-4-ylmethanone hydrochloride). The solvent is CN1C(CCC1)=O (N-methylpyrrolidinone). Product: NC1=CC=C(N=N1)N1CCC(CC1)C(=O)C1=CC=C(C=C1)F ([1-(6-aminopyridazin-3-yl)piperidin-4-yl]-(4-fluorophenyl)methanone). Isolated yield 46.0%. As a reaction SMILES: Cl[C:2]1[N:7]=[N:6][C:5]([NH2:8])=[CH:4][CH:3]=1.Cl.[F:10][C:11]1[CH:16]=[CH:15][C:14]([C:17]([CH:19]2[CH2:24][CH2:23][NH:22][CH2:21][CH2:20]2)=[O:18])=[CH:13][CH:12]=1>CN1CCCC1=O>[NH2:8][C:5]1[N:6]=[N:7][C:2]([N:22]2[CH2:23][CH2:24][CH:19]([C:17]([C:14]3[CH:15]=[CH:16][C:11]([F:10])=[CH:12][CH:13]=3)=[O:18])[CH2:20][CH2:21]2)=[CH:3][CH:4]=1 |f:1.2|. Procedure details: A stirred mixture of 6-chloropyridazin-3-ylamine (0.95 g, 7.28 mmol) and (4-fluorophenyl)piperidin-4-ylmethanone hydrochloride (3.22 g, 10.92 mmol) was heated at 150° C. in N-methylpyrrolidinone (125 mL) for 24 hours. The solvent was evaporated in vacuo and the residue was treated with 1 N NaOH solution and extracted with ethyl acetate. The organic layer was separated, dried over Na2SO4 and concentrated. The residue was purified by column chromatography to afford [1-(6-aminopyridazin-3-yl)piperi... Starting materials: N1=CC(=CC=C1)CC#N (pyridin-3-yl-acetonitrile), BrCC(=O)OCC (ethyl bromoacetate). Yields the product C(C)OC(CC(CC(=O)OCC)(C=1C=NC=CC1)C#N)=O (3-cyano-3-(pyridin-3-yl)-pentanedioic acid diethyl ester). RXN SMILES: [N:1]1[CH:6]=[CH:5][CH:4]=[C:3]([CH2:7][C:8]#[N:9])[CH:2]=1.Br[CH2:11][C:12]([O:14][CH2:15][CH3:16])=[O:13]>>[CH2:15]([O:14][C:12](=[O:13])[CH2:11][C:7]([C:8]#[N:9])([C:3]1[CH:2]=[N:1][CH:6]=[CH:5][CH:4]=1)[CH2:11][C:12]([O:14][CH2:15][CH3:16])=[O:13])[CH3:16]. Procedure: Prepare by the method of example 1.1.2 using pyridin-3-yl-acetonitrile (0.161 mol) and ethyl bromoacetate (0.325 mol). Chromatograph on silica gel to give the title compound. Reactants: Cl.COC=1C=C(CN)C=CC1OC (3,4-dimethoxybenzylamine hydrochloride), ClC=1C(N(N=CC1Cl)CCC)=O (4,5-dichloro-2-n-propyl-3(2H)pyridazinone), C([O-])([O-])=O.[K+].[K+] (potassium carbonate), O1CCOCC1 (1,4-dioxane). The solvent is O (water). Run at time 5 hour. Yields the product ClC=1C(N(N=CC1NCC1=CC(=C(C=C1)OC)OC)CCC)=O (4-Chloro-5-(3,4-dimethoxybenzylamino)-2-n-propyl-3-(2H)pyridazinone). Reaction SMILES: Cl.[CH3:2][O:3][C:4]1[CH:5]=[C:6]([CH:9]=[CH:10][C:11]=1[O:12][CH3:13])[CH2:7][NH2:8].[Cl:14][C:15]1[C:16](=[O:25])[N:17]([CH2:22][CH2:23][CH3:24])[N:18]=[CH:19][C:20]=1Cl.C(=O)([O-])[O-].[K+].[K+].O1CCOCC1>O>[Cl:14][C:15]1[C:16](=[O:25])[N:17]([CH2:22][CH2:23][CH3:24])[N:18]=[CH:19][C:20]=1[NH:8][CH2:7][C:6]1[CH:9]=[CH:10][C:11]([O:12][CH3:13])=[C:4]([O:3][CH3:2])[CH:5]=1 |f:0.1,3.4.5|. Reported procedure: A mixture comprising 1.52 g of 3,4-dimethoxybenzylamine hydrochloride prepared in Reference Example 1, 0.62 g of 4,5-dichloro-2-n-propyl-3(2H)pyridazinone, 1.66 g of potassium carbonate, 10 ml of 1,4-dioxane and 30 ml of water was refluxed under stirring for 5 hours. The solvent was distilled off under reduced pressure, and water was added to the residue thereby obtained, and the mixture was extracted with ethyl acetate. The extract was washed successively with 2% diluted hydrochloric acid, wate... Starting materials: CC(C)(C)OC(=O)N1C(CC(CCCOS(C)(=O)=O)CO[Si](C)(C)C(C)(C)C)COC1(C)C, CC[N+](CC)(CC)CC, C1CCOC1, CCOC(C)=O, [F-], O. Product: CC(C)(C)OC(=O)N1C(CC2CCCOC2)COC1(C)C. As a reaction SMILES: [C:1]([Si:2]([CH3:3])([CH3:4])[O:5][CH2:7][CH:8]([CH2:9][CH:10]1[N:11]([C:17](=[O:18])[O:19][C:20]([CH3:21])([CH3:22])[CH3:23])[C:12]([CH3:15])([CH3:16])[O:13][CH2:14]1)[CH2:24][CH2:25][CH2:26][O:27][S:6]([CH3:28])(=[O:29])=[O:30])([CH3:31])([CH3:32])[CH3:33].[CH2:36]([N+:37]([CH2:38][CH3:39])([CH2:40][CH3:41])[CH2:42][CH3:43])[CH3:44].[CH2:45]1[O:46][CH2:47][CH2:48][CH2:49]1.[CH3:50][CH2:51][O:52][C:53]([CH3:54])=[O:55].[F-:35].[OH2:34]>>[CH2:7]1[CH:8]([CH2:9][CH:10]2[N:11]([C:17](=[O:18])[O:19][C:20]([CH3:21])([CH3:22])[CH3:23])[C:12]([CH3:15])([CH3:16])[O:13][CH2:14]2)[CH2:24][CH2:25][CH2:26][O:27]1. Starting materials: C(CCCCCCCCCCCCCCC)SCC(CN)NC(=O)OC(C)(C)C (3-Hexadecylthio-2-tert-butoxycarbonylaminopropylamine), ClCCCS(=O)(=O)NCC(CSCCCCCCCCCCCCCCCC)OC (3-(3-chloropropylsulfonylamino)-1-hexadecylthio-2-methoxypropane). Product: C(C)(C)(C)OC(=O)NC(CSCCCCCCCCCCCCCCCC)CNS(=O)(=O)CCCCl (2-tert-butoxycarbonylamino-3-(3-chloropropylsulfonylamino)-1-hexadecylthiopropane). Reaction SMILES: [CH2:1]([S:17][CH2:18][CH:19]([NH:22][C:23]([O:25][C:26]([CH3:29])([CH3:28])[CH3:27])=[O:24])[CH2:20][NH2:21])[CH2:2][CH2:3][CH2:4][CH2:5][CH2:6][CH2:7][CH2:8][CH2:9][CH2:10][CH2:11][CH2:12][CH2:13][CH2:14][CH2:15][CH3:16].[Cl:30][CH2:31][CH2:32][CH2:33][S:34](NCC(OC)CSCCCCCCCCCCCCCCCC)(=[O:36])=[O:35]>>[C:26]([O:25][C:23]([NH:22][CH:19]([CH2:20][NH:21][S:34]([CH2:33][CH2:32][CH2:31][Cl:30])(=[O:36])=[O:35])[CH2:18][S:17][CH2:1][CH2:2][CH2:3][CH2:4][CH2:5][CH2:6][CH2:7][CH2:8][CH2:9][CH2:10][CH2:11][CH2:12][CH2:13][CH2:14][CH2:15][CH3:16])=[O:24])([CH3:28])([CH3:27])[CH3:29]. Procedure: 3-Hexadecylthio-2-tert-butoxycarbonylaminopropylamine IVe4 is allowed to react and worked up by the same procedure as described in (4). m.p. 100.5°-101.5° C. The summary of the experimental condition and the physical data of the product are listed in Table 7.